This data is from the Open Reaction Database (ORD), a public repository of structured organic reaction records. The task is: describe an organic reaction: reactants, conditions, products, and yield Starting materials: C(C)(C)(C)OC(NCCN1C(C=CC1=O)=O)=O ((2-Maleimido)ethylcarbamic acid tert-butyl ester). Solvent: FC(C(=O)O)(F)F (trifluoroacetic acid), ClCCl (dichloromethane). Conditions: temperature 0 celsius, time 2 hour. The product is NCCN1C(C=CC1=O)=O (1-(2-aminoethyl)-3-pyrroline-2,5-dione). Yield: 100.0%. As a reaction SMILES: C(OC(=O)[NH:7][CH2:8][CH2:9][N:10]1[C:14](=[O:15])[CH:13]=[CH:12][C:11]1=[O:16])(C)(C)C>FC(F)(F)C(O)=O.ClCCl>[NH2:7][CH2:8][CH2:9][N:10]1[C:14](=[O:15])[CH:13]=[CH:12][C:11]1=[O:16]. Procedure details: (2-Maleimido)ethylcarbamic acid tert-butyl ester (48 mg, 0.2 mmol) was dissolved in a mixed solvent of trifluoroacetic acid and dichloromethane (30:70, 5 ml), followed by stirring at 0° C. for 2 hours, and then the reaction solution was concentrated. The thus obtained residue was dissolved in dichloromethane (20 ml), and a saturated aqueous sodium hydrogencarbonate solution (10 ml) was added thereto to separate the layers. The organic layer was dried over potassium hydrogencarbonate and filtered... The product is CCCCS(=O)(=O)N(CCN(CC)CC)c1ccc(C(Cl)=C(c2ccccc2)c2ccccc2)cc1. Reaction SMILES: [C:41]([Cl:42])([Cl:43])([Cl:44])[Cl:45].[CH2:2]([CH3:3])[N:4]([CH2:5][CH2:6][N:7]([c:8]1[cH:9][cH:10][c:11]([CH:14]=[C:15]([c:16]2[cH:17][cH:18][cH:19][cH:20][cH:21]2)[c:22]2[cH:23][cH:24][cH:25][cH:26][cH:27]2)[cH:12][cH:13]1)[S:28](=[O:29])(=[O:30])[CH2:31][CH2:32][CH2:33][CH3:34])[CH2:35][CH3:36].[CH:46]([Cl:47])([Cl:48])[Cl:49].[Cl:37].[ClH:1].[ClH:38].[Na+:40].[OH-:39]>>[Cl:1][C:14]([c:11]1[cH:10][cH:9][c:8]([N:7]([CH2:6][CH2:5][N:4]([CH2:2][CH3:3])[CH2:35][CH3:36])[S:28](=[O:29])(=[O:30])[CH2:31][CH2:32][CH2:33][CH3:34])[cH:13][cH:12]1)=[C:15]([c:16]1[cH:17][cH:18][cH:19][cH:20][cH:21]1)[c:22]1[cH:23][cH:24][cH:25][cH:26][cH:27]1. The reactants are ClC(Cl)(Cl)Cl, CCCCS(=O)(=O)N(CCN(CC)CC)c1ccc(C=C(c2ccccc2)c2ccccc2)cc1, ClC(Cl)Cl, Cl, Cl, Cl, [Na+], [OH-]. The reactants are C(C1=CC=CC=C1)OC1=CC=C(OC2=CC=NC=C2)C=C1 (4-(4-Benzyloxy-phenoxy)-pyridine), C1CCOC1 (THF). Reagents/catalysts: [Pd] (Pd/C). The solvent is CCO (EtOH). Product: N1=CC=C(C=C1)OC1=CC=C(C=C1)O (4-(Pyridin-4-yloxy)-phenol). The yield is 94.4%. RXN SMILES: C([O:8][C:9]1[CH:21]=[CH:20][C:12]([O:13][C:14]2[CH:19]=[CH:18][N:17]=[CH:16][CH:15]=2)=[CH:11][CH:10]=1)C1C=CC=CC=1.C1COCC1>[Pd].CCO>[N:17]1[CH:16]=[CH:15][C:14]([O:13][C:12]2[CH:20]=[CH:21][C:9]([OH:8])=[CH:10][CH:11]=2)=[CH:19][CH:18]=1. Procedure: The same procedure from Example 143, step 2 was followed using the product from step 1 (306 mg, 0.905 mmol), THF (3 ml), EtOH (9 ml), 10% Pd/C (300 mg, 0.0905 mmol) to give the title compound (160 mg, 95%).